Dataset: the Open Reaction Database (ORD), a public repository of structured organic reaction records. Task: describe an organic reaction: reactants, conditions, products, and yield The reactants are CC(C)(C)c1cc(CC(=O)O)cc(C(C)(C)C)c1O, CCNCC, CCCCCCC, CN(C)C=O, ClCCl, O=S(Cl)Cl. The product is CCN(CC)C(=O)Cc1cc(C(C)(C)C)c(O)c(C(C)(C)C)c1. As a reaction SMILES: [C:1]([CH3:2])([CH3:3])([CH3:4])[c:5]1[cH:6][c:7]([CH2:16][C:17](=[O:18])[OH:19])[cH:8][c:9]([C:12]([CH3:13])([CH3:14])[CH3:15])[c:10]1[OH:11].[CH2:27]([CH3:28])[NH:29][CH2:30][CH3:31].[CH3:32][CH2:33][CH2:34][CH2:35][CH2:36][CH2:37][CH3:38].[CH3:39][N:40]([CH3:41])[CH:42]=[O:43].[Cl:20][CH2:21][Cl:22].[S:23]([Cl:24])([Cl:25])=[O:26]>>[C:1]([CH3:2])([CH3:3])([CH3:4])[c:5]1[cH:6][c:7]([CH2:16][C:17](=[O:19])[N:29]([CH2:27][CH3:28])[CH2:30][CH3:31])[cH:8][c:9]([C:12]([CH3:13])([CH3:14])[CH3:15])[c:10]1[OH:11]. Starting materials: CC1=C(C(=C(C=2N1N=NN2)[N+](=O)[O-])NCCCCNC(OC(C)(C)C)=O)C (tert-butyl 4-[(5,6-dimethyl-8-nitrotetraazolo[1,5-a]pyridin-7-yl)amino]butylcarbamate). Reagents/catalysts: [Pd] (palladium on carbon). Solvent: C(C)#N (acetonitrile). Reaction conditions: time 5 hour. Yields the product NC=1C=2N(C(=C(C1NCCCCNC(OC(C)(C)C)=O)C)C)N=NN2 (tert-butyl 4-[(8-amino-5,6-dimethyltetraazolo[1,5-a]pyridin-7-yl)amino]butylcarbamate). The yield is 80.9%. Reaction SMILES: [CH3:1][C:2]1[N:7]2[N:8]=[N:9][N:10]=[C:6]2[C:5]([N+:11]([O-])=O)=[C:4]([NH:14][CH2:15][CH2:16][CH2:17][CH2:18][NH:19][C:20](=[O:26])[O:21][C:22]([CH3:25])([CH3:24])[CH3:23])[C:3]=1[CH3:27]>[Pd].C(#N)C>[NH2:11][C:5]1[C:6]2[N:7]([N:8]=[N:9][N:10]=2)[C:2]([CH3:1])=[C:3]([CH3:27])[C:4]=1[NH:14][CH2:15][CH2:16][CH2:17][CH2:18][NH:19][C:20](=[O:26])[O:21][C:22]([CH3:23])([CH3:24])[CH3:25]. Procedure: A mixture of tert-butyl 4-[(5,6-dimethyl-8-nitrotetraazolo[1,5-a]pyridin-7-yl)amino]butylcarbamate (9.00 g, 23.7 mmol), 10% palladium on carbon (900 mg), and acetonitrile (100 mL) was hydrogenated on a Parr apparatus for 5 hours. The mixture was filtered through CELITE filter agent, which was rinsed afterwards with methanol. The filtrate was concentrated under reduced pressure to yield 6.70 g of tert-butyl 4-[(8-amino-5,6-dimethyltetraazolo[1,5-a]pyridin-7-yl)amino]butylcarbamate. The reactants are C(C1=CC=CC=C1)OC=1C(=NC(=NC1O)CC1(CCCC1)C1=CC(=CC=C1)C(F)(F)F)C(=O)OC(C)(C)C (tert-Butyl 5-(benzyloxy)-6-hydroxy-2-((1-(3-(trifluoromethyl)phenyl)cyclo-pentyl)methyl)pyrimidine-4-carboxylate), C(C1=CC=CC=C1)OC=1C(=NC(=NC1O)CC1(CCCC1)C1=CC=C(C=C1)C(F)(F)F)C(=O)O (5-benzyloxy-6-hydroxy-2-[1-(4-trifluoromethyl-phenyl)-cyclopentylmethyl]-pyrimidine-4-carboxylic acid). The product is C(C1=CC=CC=C1)OC=1C(=NC(=NC1O)CC1(CCCC1)C1=CC(=CC=C1)C(F)(F)F)C(=O)O (5-(Benzyloxy)-6-hydroxy-2-((1-(3-(trifluoromethyl)phenyl)cyclopentyl)methyl)pyrimidine-4-carboxylic acid). As a reaction SMILES: [CH2:1]([O:8][C:9]1[C:10]([C:32]([O:34]C(C)(C)C)=[O:33])=[N:11][C:12]([CH2:16][C:17]2([C:22]3[CH:27]=[CH:26][CH:25]=[C:24]([C:28]([F:31])([F:30])[F:29])[CH:23]=3)[CH2:21][CH2:20][CH2:19][CH2:18]2)=[N:13][C:14]=1[OH:15])[C:2]1[CH:7]=[CH:6][CH:5]=[CH:4][CH:3]=1.C(OC1C(C(O)=O)=NC(CC2(C3C=CC(C(F)(F)F)=CC=3)CCCC2)=NC=1O)C1C=CC=CC=1>>[CH2:1]([O:8][C:9]1[C:10]([C:32]([OH:34])=[O:33])=[N:11][C:12]([CH2:16][C:17]2([C:22]3[CH:27]=[CH:26][CH:25]=[C:24]([C:28]([F:30])([F:31])[F:29])[CH:23]=3)[CH2:21][CH2:20][CH2:19][CH2:18]2)=[N:13][C:14]=1[OH:15])[C:2]1[CH:7]=[CH:6][CH:5]=[CH:4][CH:3]=1. Procedure: 5-(Benzyloxy)-6-hydroxy-2-((1-(3-(trifluoromethyl)phenyl)cyclopentyl)methyl)pyrimidine-4-carboxylic acid (475) was synthesized as a white solid from tert-butyl 5-(benzyloxy)-6-hydroxy-2-((1-(3-(trifluoromethyl)phenyl)cyclopentyl)methyl)pyrimidine-4-carboxylate (474) following the procedure described for 5-benzyloxy-2-[1-(4-trifluoromethyl-phenyl)-cyclopentylmethyl]-6-hydroxypyrimidine-4-carboxylic acid (244).